From a dataset of the Open Reaction Database (ORD), a public repository of structured organic reaction records. describe an organic reaction: reactants, conditions, products, and yield The reactants are FC(C(=O)[O-])(F)F.ClC=1C=C2N(C(=CNC2=O)CC=2C=CC(=C(C(=O)N3CC[NH2+]CCC3)C2)F)C1 (4-{5-[(7-Chloro-1-oxo-1,2-dihydropyrrolo[1,2-a]pyrazin-4-yl)methyl]-2-fluorobenzoyl}-1,4-diazepan-1-ium trifluoroacetate), ClC=1C=C(NC1)C(=O)ON1C(CCC1=O)=O (1-{[(4-Chloro-1H-pyrrol-2-yl)carbonyl]oxy}pyrrolidine-2,5-dione), COC1=C(CNCC#CC2=CC(=NC=C2)C(=O)N2CCN(CCC2)C(=O)OC(C)(C)C)C=CC(=C1)OC (tert-Butyl 4-[(4-{3-[(2,4-dimethoxybenzyl)amino]prop-1-yn-1-yl}pyridin-2-yl)carbonyl]-1,4-diazepane-1-carboxylate), C(=O)(O)[O-].[Na+] (NaHCO3). The solvent is CC#N (CH3CN), O (H2O). Product: ClC=1C=C(NC1)C(=O)N(CC#CC1=CC(=NC=C1)C(=O)N1CCN(CCC1)C(=O)OC(C)(C)C)CC1=C(C=C(C=C1)OC)OC (tert-Butyl 4-[(4-{3-[[(4-chloro-1H-pyrrol-2-yl)carbonyl](2,4-dimethoxybenzyl)amino]prop-1-yn-1-yl}pyridin-2-yl)carbonyl]-1,4-diazepane-1-carboxylate). RXN SMILES: FC(F)(F)C([O-])=O.ClC1C=C2C(=O)NC=C(CC3C=CC(F)=C(C=3)C(N3CCC[NH2+]CC3)=O)N2C=1.[Cl:36][C:37]1[CH:38]=[C:39]([C:42]([O:44]N2C(=O)CCC2=O)=O)[NH:40][CH:41]=1.[CH3:52][O:53][C:54]1[CH:86]=[C:85]([O:87][CH3:88])[CH:84]=[CH:83][C:55]=1[CH2:56][NH:57][CH2:58][C:59]#[C:60][C:61]1[CH:66]=[CH:65][N:64]=[C:63]([C:67]([N:69]2[CH2:75][CH2:74][CH2:73][N:72]([C:76]([O:78][C:79]([CH3:82])([CH3:81])[CH3:80])=[O:77])[CH2:71][CH2:70]2)=[O:68])[CH:62]=1.C([O-])(O)=O.[Na+]>CC#N.O>[Cl:36][C:37]1[CH:38]=[C:39]([C:42]([N:57]([CH2:56][C:55]2[CH:83]=[CH:84][C:85]([O:87][CH3:88])=[CH:86][C:54]=2[O:53][CH3:52])[CH2:58][C:59]#[C:60][C:61]2[CH:66]=[CH:65][N:64]=[C:63]([C:67]([N:69]3[CH2:75][CH2:74][CH2:73][N:72]([C:76]([O:78][C:79]([CH3:82])([CH3:80])[CH3:81])=[O:77])[CH2:71][CH2:70]3)=[O:68])[CH:62]=2)=[O:44])[NH:40][CH:41]=1 |f:0.1,4.5|. Procedure: A solution of Example 6, F1 (2 eq), I2 (1 eq) and NaHCO3 (2.5 eq) in a mixture of CH3CN and H2O (20:1) was heated at reflux for 12 hrs and then the MeCN was removed under reduced pressure. The resulting residue was partitioned between DCM and water. The organic phase was washed with brine, dried (Na2SO4), filtered, concentrated under reduced pressure. The resulting brown oil was purified by Biotage system eluting with EtOAc/petroleum ether to obtain the desired compound. MS (ES) C33H38ClN5O6 req...